Dataset: the Open Reaction Database (ORD), a public repository of structured organic reaction records. Task: describe an organic reaction: reactants, conditions, products, and yield The reactants are C1CCOC1, Cl, COC(=O)c1ncsc1N=C(c1ccccc1)c1ccccc1. Product: COC(=O)c1ncsc1N. As a reaction SMILES: [CH2:25]1[O:26][CH2:27][CH2:28][CH2:29]1.[ClH:1].[c:2]1([C:3]([c:4]2[cH:5][cH:6][cH:7][cH:8][cH:9]2)=[N:15][c:16]2[c:17]([C:21](=[O:22])[O:23][CH3:24])[n:18][cH:19][s:20]2)[cH:10][cH:11][cH:12][cH:13][cH:14]1>>[NH2:15][c:16]1[c:17]([C:21](=[O:22])[O:23][CH3:24])[n:18][cH:19][s:20]1.